From a dataset of the Open Reaction Database (ORD), a public repository of structured organic reaction records. describe an organic reaction: reactants, conditions, products, and yield The reactants are C(C)N(C1=C(C=CC(=C1)OC)[C@@H]1CC=2C=CC(=CC2CC1)OC(C(C)(C)C)=O)C(C1=CC=C(C=C1)O)=O (pivalic acid (S)-6-{2-[ethyl(4-hydroxybenzoyl)amino]-4-methoxyphenyl}-5,6,7,8-tetrahydronaphthalen-2-yl ester), ClCC(=O)N(CC)CC (2-chloro-N,N-diethylacetamide). Product: C(C)N(CCOC1=CC=C(CCCNC2=C(C=CC(=C2)OC)[C@@H]2CC=3C=CC(=CC3CC2)O)C=C1)CC ((S)-6-{2-{[4-(2-Diethylaminoethoxy)benzyl]ethylamino]-4-methoxyphenyl}-5,6,7,8-tetrahydronaphthalen-2-ol). Isolated yield 69.9%. RXN SMILES: C([N:3](C(=O)C1C=CC(O)=CC=1)[C:4]1[CH:9]=[C:8]([O:10][CH3:11])[CH:7]=[CH:6][C:5]=1[C@H:12]1[CH2:21][CH2:20][C:19]2[CH:18]=[C:17]([O:22]C(=O)C(C)(C)C)[CH:16]=[CH:15][C:14]=2[CH2:13]1)C.Cl[CH2:39][C:40]([N:42]([CH2:45][CH3:46])[CH2:43][CH3:44])=O>>[CH2:43]([N:42]([CH2:45][CH3:46])[CH2:40][CH2:39][O:10][C:8]1[CH:9]=[CH:4][C:5]([CH2:12][CH2:13][CH2:14][NH:3][C:4]2[CH:9]=[C:8]([O:10][CH3:11])[CH:7]=[CH:6][C:5]=2[C@H:12]2[CH2:21][CH2:20][C:19]3[CH:18]=[C:17]([OH:22])[CH:16]=[CH:15][C:14]=3[CH2:13]2)=[CH:6][CH:7]=1)[CH3:44]. Reported procedure: Synthesized from pivalic acid (S)-6-{2-[ethyl(4-hydroxybenzoyl)amino]-4-methoxyphenyl}-5,6,7,8-tetrahydronaphthalen-2-yl ester (20 mg) and 2-chloro-N,N-diethylacetamide (12 mg) according to an analogous synthetic method to Example 404 and purified by LC-MS, the title compound (7.0 mg) was obtained. Reactants: [N+](=O)([O-])C1=C(C=CC(=C1)B1OC(C(O1)(C)C)(C)C)N (2-nitro-4-(4,4,5,5-tetramethyl-[1,3,2]dioxaborolan-2-yl)-phenylamine), BrC1=C(C=CC=C1C(F)(F)F)F (2-bromo-1-fluoro-3-trifluoromethyl-benzene), C(=O)([O-])[O-].[Na+].[Na+] (Na2CO3). The reagents and catalysts are C=1C=CC(=CC1)[P](C=2C=CC=CC2)(C=3C=CC=CC3)[Pd]([P](C=4C=CC=CC4)(C=5C=CC=CC5)C=6C=CC=CC6)([P](C=7C=CC=CC7)(C=8C=CC=CC8)C=9C=CC=CC9)[P](C=1C=CC=CC1)(C=1C=CC=CC1)C=1C=CC=CC1 (Pd (PPh3)4). Run in CCOC(=O)C (EtOAc), COCCOC (DME). Conditions: temperature 80 celsius. Yields the product FC1=CC=CC(=C1C1=CC(=C(C=C1)N)[N+](=O)[O-])C(F)(F)F (6′-fluoro-3-nitro-2′-trifluoromethyl-biphenyl-4-yl-amine). As a reaction SMILES: [N+:1]([C:4]1[CH:9]=[C:8](B2OC(C)(C)C(C)(C)O2)[CH:7]=[CH:6][C:5]=1[NH2:19])([O-:3])=[O:2].Br[C:21]1[C:26]([C:27]([F:30])([F:29])[F:28])=[CH:25][CH:24]=[CH:23][C:22]=1[F:31].C([O-])([O-])=O.[Na+].[Na+]>COCCOC.CCOC(C)=O.C1C=CC([P]([Pd]([P](C2C=CC=CC=2)(C2C=CC=CC=2)C2C=CC=CC=2)([P](C2C=CC=CC=2)(C2C=CC=CC=2)C2C=CC=CC=2)[P](C2C=CC=CC=2)(C2C=CC=CC=2)C2C=CC=CC=2)(C2C=CC=CC=2)C2C=CC=CC=2)=CC=1>[F:31][C:22]1[C:21]([C:8]2[CH:7]=[CH:6][C:5]([NH2:19])=[C:4]([N+:1]([O-:3])=[O:2])[CH:9]=2)=[C:26]([C:27]([F:28])([F:29])[F:30])[CH:25]=[CH:24][CH:23]=1 |f:2.3.4,^1:53,55,74,93|. Reported procedure: A mixture of 2-nitro-4-(4,4,5,5-tetramethyl-[1,3,2]dioxaborolan-2-yl)-phenylamine (264 mg, 1.00 mmol, as prepared in Example 17, step A) and 2-bromo-1-fluoro-3-trifluoromethyl-benzene (243 mg, 1.00 mmol) in DME (5 mL) and 2 M aqueous Na2CO3 (4 mL, 8 mmol) was degassed via sonication, placed under argon and treated with Pd (PPh3)4 (115 mg, 0.100 mmol). The resulting mixture was heated at 80° C. for 16 h and allowed to cool to room temperature. The resulting mixture was diluted with EtOAc (10 mL) ...